This data is from the Open Reaction Database (ORD), a public repository of structured organic reaction records. The task is: describe an organic reaction: reactants, conditions, products, and yield The reactants are ClC=1C=C2C=C(C(OC2=CC1OC1=C(C=C(C(=C1)C)C)Cl)C(F)(F)F)C(=O)OCC (ethyl 6-chloro-7-(2-chloro-4,5-dimethylphenoxy)-2-(trifluoromethyl)-2H-chromene-3-carboxylate), O.[OH-].[Li+] (lithium hydroxide monohydrate), Cl (HCl), [Al] (aluminum). Run in C1CCOC1 (THF), CO (methanol), O (water), C(C)OCC (diethyl ether). Reaction conditions: temperature 100 celsius. Product: ClC=1C=C2C=C(C(OC2=CC1OC1=C(C=C(C(=C1)C)C)Cl)C(F)(F)F)C(=O)O (6-Chloro-7-(2-chloro-4,5-dimethylphenoxy)-2-(trifluoromethyl)-2H-chromene-3-carboxylic acid). The yield is 34.6%. Reaction SMILES: [Cl:1][C:2]1[CH:3]=[C:4]2[C:9](=[CH:10][C:11]=1[O:12][C:13]1[CH:18]=[C:17]([CH3:19])[C:16]([CH3:20])=[CH:15][C:14]=1[Cl:21])[O:8][CH:7]([C:22]([F:25])([F:24])[F:23])[C:6]([C:26]([O:28]CC)=[O:27])=[CH:5]2.O.[OH-].[Li+].[Al].Cl>C(OCC)C.C1COCC1.CO.O>[Cl:1][C:2]1[CH:3]=[C:4]2[C:9](=[CH:10][C:11]=1[O:12][C:13]1[CH:18]=[C:17]([CH3:19])[C:16]([CH3:20])=[CH:15][C:14]=1[Cl:21])[O:8][CH:7]([C:22]([F:24])([F:25])[F:23])[C:6]([C:26]([OH:28])=[O:27])=[CH:5]2 |f:1.2.3|. Reported procedure: To the concd product of step 1 in a suitable vial was added 400 mg (mmole) of lithium hydroxide monohydrate, 1 mL of water, 2 mL of methanol and 7 mL of THF. The vial was capped, in an aluminum heating block and the block heated to 100° C. for 30 min. After allowing the vial to cool to rt, the mixture was treated with 5 mL of 1N HCl and 2 mL of diethyl ether. The organic layer was removed and the aqueous layer extracted two times with diethyl ether. Combined organic extracts were concd by evapor... The reactants are C(C)(C)(C)OC(=O)N1CC(C1)I (3-Iodo-azetidine-1-carboxylic acid tert-butyl ester), ClC(Cl)(Cl)[SiH3] (trichloromethylsilane), BrC(C)Br (dibromoethane), IC=1C=C2C(=NC1)NC=C2 (5-Iodo-1H-pyrrolo[2,3-b]pyridine). The reagents and catalysts are C1=CC=C(C=C1)P(C2=CC=CC=C2)[C]3[CH][CH][CH][CH]3.C1=CC=C(C=C1)P(C2=CC=CC=C2)[C]3[CH][CH][CH][CH]3.Cl[Pd]Cl.[Fe].ClCCl ([1,1-bis(diphenylphosphino)ferrocene]dichloropalladium(II) dichlormethane), [Cu]I (copper(I)iodide), [Zn] (zinc). The solvent is C(C)(=O)OCC (ethyl acetate), CC(=O)N(C)C (dimethylacetamide), CC(=O)N(C)C (dimethylacetamide), CC(=O)N(C)C (dimethylacetamide). Conditions: temperature 65 celsius, time 30 minute. Yields the product C(C)(C)(C)OC(=O)N1CC(C1)C=1C=C2C(=NC1)NC=C2 (3-(1H-Pyrrolo[2,3-b]pyridin-5-yl)-azetidine-1-carboxylic acid tert-butyl ester). The yield is 20.1%. RXN SMILES: ClC([SiH3])(Cl)Cl.BrC(Br)C.[C:10]([O:14][C:15]([N:17]1[CH2:20][CH:19](I)[CH2:18]1)=[O:16])([CH3:13])([CH3:12])[CH3:11].I[C:23]1[CH:24]=[C:25]2[CH:31]=[CH:30][NH:29][C:26]2=[N:27][CH:28]=1>CC(N(C)C)=O.C(OCC)(=O)C.[Zn].C1C=CC(P([C]2[CH][CH][CH][CH]2)C2C=CC=CC=2)=CC=1.C1C=CC(P([C]2[CH][CH][CH][CH]2)C2C=CC=CC=2)=CC=1.Cl[Pd]Cl.[Fe].ClCCl.[Cu]I>[C:10]([O:14][C:15]([N:17]1[CH2:20][CH:19]([C:23]2[CH:24]=[C:25]3[CH:31]=[CH:30][NH:29][C:26]3=[N:27][CH:28]=2)[CH2:18]1)=[O:16])([CH3:13])([CH3:12])[CH3:11] |f:7.8.9.10.11,^1:49,50,51,52,53,67,68,69,70,71|. Procedure details: In an inert atmosphere, zinc dust (223 mg, 3.41 mmol) was vigorously stirred in dimethylacetamide (1.5 ml) and heated to 65° C. Subsequently, trichloromethylsilane (50 μl, 0.38 mmol) and dibromoethane (30 μl, 0.38 mmol) were added, and the reaction mixture was stirred for further 30 minutes at 65° C. 3-Iodo-azetidine-1-carboxylic acid tert-butyl ester (462 mg, 1.89 mmol) in dimethylacetamide (2 ml) was added dropwise to the above prepared solution at 65° C. and stirred for 30 minutes. 5-Iodo-1H-... Reactants: CC(=O)O[BH-](OC(C)=O)OC(C)=O, CC(=O)O, CCOC(C)=O, N#Cc1ccc(Oc2ccc(C=O)cc2Cl)nc1, ClCCCl, [Na+], c1ccc(C2CCNC2)cc1. The product is N#Cc1ccc(Oc2ccc(CN3CCC(c4ccccc4)C3)cc2Cl)nc1. RXN SMILES: [C:30]([O:31][BH-:32]([O:33][C:34](=[O:35])[CH3:36])[O:37][C:38](=[O:39])[CH3:40])(=[O:41])[CH3:42].[CH3:44][C:45](=[O:46])[OH:47].[CH3:52][CH2:53][O:54][C:55](=[O:56])[CH3:57].[CH:12](=[O:13])[c:14]1[cH:15][c:16]([Cl:29])[c:17]([O:18][c:19]2[n:20][cH:21][c:22]([C:23]#[N:24])[cH:25][cH:26]2)[cH:27][cH:28]1.[Cl:48][CH2:49][CH2:50][Cl:51].[Na+:43].[c:1]1([CH:7]2[CH2:8][NH:9][CH2:10][CH2:11]2)[cH:2][cH:3][cH:4][cH:5][cH:6]1>>[c:1]1([CH:7]2[CH2:8][N:9]([CH2:12][c:14]3[cH:15][c:16]([Cl:29])[c:17]([O:18][c:19]4[n:20][cH:21][c:22]([C:23]#[N:24])[cH:25][cH:26]4)[cH:27][cH:28]3)[CH2:10][CH2:11]2)[cH:2][cH:3][cH:4][cH:5][cH:6]1. The reactants are COC(=O)C1=CC=C(C=C1)CBr (methyl 4-bromomethyl benzoate), resultant mixture, ClC=1C=C2C=C(N(C2=CC1)CC1=CC=CC=C1)C(CCCC)=O (1-[5-Chloro-1-(phenylmethyl)-1H-indol-2-yl]pentan-1-one), C[Si](C)(C)[N-][Si](C)(C)C.[K+] (KHMDS), [NH4+].[Cl-] (NH4Cl). The solvent is C1CCOC1 (THF), C1CCOC1 (THF). Run at time 25 minute. Product: C(C1=CC=CC=C1)N1C(=CC2=CC(=CC=C12)Cl)C(=O)C(CC1=CC=C(C(=O)OC)C=C1)CCC (Methyl 4-{(2RS)-2-[(1-benzyl-5-chloro-1H-indol-2-yl)carbonyl]pentyl}benzoate). RXN SMILES: [Cl:1][C:2]1[CH:3]=[C:4]2[C:8](=[CH:9][CH:10]=1)[N:7]([CH2:11][C:12]1[CH:17]=[CH:16][CH:15]=[CH:14][CH:13]=1)[C:6]([C:18](=[O:23])[CH2:19][CH2:20][CH2:21][CH3:22])=[CH:5]2.C[Si]([N-][Si](C)(C)C)(C)C.[K+].[CH3:34][O:35][C:36]([C:38]1[CH:43]=[CH:42][C:41]([CH2:44]Br)=[CH:40][CH:39]=1)=[O:37].[NH4+].[Cl-]>C1COCC1>[CH2:11]([N:7]1[C:8]2[C:4](=[CH:3][C:2]([Cl:1])=[CH:10][CH:9]=2)[CH:5]=[C:6]1[C:18]([CH:19]([CH2:20][CH2:21][CH3:22])[CH2:44][C:41]1[CH:42]=[CH:43][C:38]([C:36]([O:35][CH3:34])=[O:37])=[CH:39][CH:40]=1)=[O:23])[C:12]1[CH:13]=[CH:14][CH:15]=[CH:16][CH:17]=1 |f:1.2,4.5|. Reported procedure: To a cooled (−78° C.) solution of the title compound of Example 3 Step B (1.50 g, 4.61 mmol) in THF (20 mL) was added KHMDS (13.8 mL, 0.5 M in toluene, 6.90 mmol). After 25 min, a solution of methyl 4-bromomethyl benzoate (1.27 g, 5.54 mmol) in THF (5 mL) was added, and the resultant mixture was allowed to warm slowly to room temperature over 4 h. The reaction mixture was then poured into sat. aq. NH4Cl, and the aqueous phase was extracted with EtOAc. The organic phase was dried over anhydrous N... The reactants are O=Cc1ccc(Br)cc1, CCCN, CO. Product: CCCNCc1ccc(Br)cc1. RXN SMILES: [Br:1][c:2]1[cH:3][cH:4][c:5]([CH:6]=[O:7])[cH:8][cH:9]1.[CH2:10]([CH2:11][CH3:12])[NH2:13].[CH3:14][OH:15]>>[Br:1][c:2]1[cH:3][cH:4][c:5]([CH2:6][NH:13][CH2:10][CH2:11][CH3:12])[cH:8][cH:9]1. The reactants are CCOC(=O)OCC, CCCCCCC(C)=O, [H-], [Na+]. Product: CCCCCCC(=O)CC(=O)OCC. Reaction SMILES: [C:10]([O:11][CH2:12][CH3:13])([O:14][CH2:16][CH3:17])=[O:15].[CH3:1][C:2]([CH2:3][CH2:4][CH2:5][CH2:6][CH2:7][CH3:8])=[O:9].[H-:18].[Na+:19]>>[CH2:1]([C:2]([CH2:3][CH2:4][CH2:5][CH2:6][CH2:7][CH3:8])=[O:9])[C:10]([O:11][CH2:12][CH3:13])=[O:14]. Starting materials: C(C)(=O)OC=1C=CC(=C(CO)C1)N (5-Acetoxy-2-aminobenzyl alcohol), O=CC(Cl)(Cl)Cl (chloral). As a reaction SMILES: [C:1]([O:4][C:5]1[CH:6]=[CH:7][C:8]([NH2:13])=[C:9]([CH:12]=1)[CH2:10][OH:11])(=[O:3])[CH3:2].O=[CH:15][C:16]([Cl:19])([Cl:18])[Cl:17]>C(OCC)C>[C:1]([O:4][C:5]1[CH:6]=[CH:7][C:8]2[NH:13][CH:15]([C:16]([Cl:19])([Cl:18])[Cl:17])[O:11][CH2:10][C:9]=2[CH:12]=1)(=[O:3])[CH3:2]. Run at time 5 minute. Reported procedure: 5-Acetoxy-2-aminobenzyl alcohol (8.8 g.) was dissolved in dry diethyl ether (150 ml.), anhydrous chloral (9.6 ml.) was added with stirring over 5 minutes, and the mixture was stirred overnight at room temperature. The solvent was evaporated, and the residue crystallised on stirring with a mixture of methanol (50 ml.) and water (25 ml.) to give 6-acetoxy-1,2-dihydro-2-trichloromethyl-4H-benzo[d]-[1,3]-oxazine, m.p. 155°-157° C. The solvent is C(C)OCC (diethyl ether). Yields the product C(C)(=O)OC1=CC2=C(NC(OC2)C(Cl)(Cl)Cl)C=C1 (6-acetoxy-1,2-dihydro-2-trichloromethyl-4H-benzo[d]-[1,3]-oxazine).